This data is from the Open Reaction Database (ORD), a public repository of structured organic reaction records. The task is: describe an organic reaction: reactants, conditions, products, and yield Reactants: O=C([O-])[O-], C[Si](C)(C)C#N, ClCCl, [F-], [K+], [K+], [K+], O, O, Cl[Sn](Cl)(Cl)Cl, CN1Cc2ccccc2C(O)(c2ccc3sccc3c2)C1. The product is CN1Cc2ccccc2C(C#N)(c2ccc3sccc3c2)C1. Reaction SMILES: [C:33](=[O:34])([O-:35])[O-:36].[CH3:27][Si:28]([CH3:29])([CH3:30])[C:31]#[N:32].[Cl:42][CH2:43][Cl:44].[F-:40].[K+:37].[K+:38].[K+:41].[OH2:39].[OH2:45].[Sn:1]([Cl:2])([Cl:3])([Cl:4])[Cl:5].[s:6]1[c:7]2[c:8]([cH:9][cH:10]1)[cH:11][c:12]([C:15]1([OH:26])[CH2:16][N:17]([CH3:25])[CH2:18][c:19]3[cH:20][cH:21][cH:22][cH:23][c:24]31)[cH:13][cH:14]2>>[s:6]1[c:7]2[c:8]([cH:9][cH:10]1)[cH:11][c:12]([C:15]1([C:31]#[N:32])[CH2:16][N:17]([CH3:25])[CH2:18][c:19]3[cH:20][cH:21][cH:22][cH:23][c:24]31)[cH:13][cH:14]2. Starting materials: Cl, Nc1ncnn2c(C3CN(C(=O)OCc4ccccc4)C3)cc(-c3ccc4cn(Cc5ccccc5)nc4c3)c12. The product is Nc1ncnn2c(C3CNC3)cc(-c3ccc4cn(Cc5ccccc5)nc4c3)c12. RXN SMILES: [ClH:41].[NH2:1][c:2]1[n:3][cH:4][n:5][n:6]2[c:7]1[c:8](-[c:25]1[cH:26][cH:27][c:28]3[cH:29][n:30]([CH2:34][c:35]4[cH:36][cH:37][cH:38][cH:39][cH:40]4)[n:31][c:32]3[cH:33]1)[cH:9][c:10]2[CH:11]1[CH2:12][N:13]([C:15]([O:16][CH2:17][c:18]2[cH:19][cH:20][cH:21][cH:22][cH:23]2)=[O:24])[CH2:14]1>>[NH2:1][c:2]1[n:3][cH:4][n:5][n:6]2[c:7]1[c:8](-[c:25]1[cH:26][cH:27][c:28]3[cH:29][n:30]([CH2:34][c:35]4[cH:36][cH:37][cH:38][cH:39][cH:40]4)[n:31][c:32]3[cH:33]1)[cH:9][c:10]2[CH:11]1[CH2:12][NH:13][CH2:14]1. Starting materials: FC(C(=O)O)(F)F (Trifluoroacetic acid), C(C)(C)(C)OC(N[C@H](C)C1=NN=C(N1CC)S(=O)(=O)C)=O ([(R)-1-(4-ethyl-5-methanesulfonyl-4H-[1,2,4]triazol-3-yl)ethyl]-carbamic acid t-butyl ester). Run at time 2 hour. The product is FC(C(=O)O)(F)F.C(C)N1C(=NN=C1S(=O)(=O)C)[C@@H](C)N ((R)-1-(4-ethyl-5-methanesulfonyl-4H-[1,2,4]triazol-3-yl)ethylamine trifluoroacetate). As a reaction SMILES: [F:1][C:2]([F:7])([F:6])[C:3]([OH:5])=[O:4].C(OC(=O)[NH:14][C@@H:15]([C:17]1[N:21]([CH2:22][CH3:23])[C:20]([S:24]([CH3:27])(=[O:26])=[O:25])=[N:19][N:18]=1)[CH3:16])(C)(C)C>>[F:1][C:2]([F:7])([F:6])[C:3]([OH:5])=[O:4].[CH2:22]([N:21]1[C:20]([S:24]([CH3:27])(=[O:26])=[O:25])=[N:19][N:18]=[C:17]1[C@H:15]([NH2:14])[CH3:16])[CH3:23] |f:2.3|. Procedure: Trifluoroacetic acid (121 ml) was added to the [(R)-1-(4-ethyl-5-methanesulfonyl-4H-[1,2,4]triazol-3-yl)ethyl]-carbamic acid t-butyl ester (100.0 g) obtained in Example 8-(5), and the mixture was stirred for 2 hours at room temperature. The reaction mixture was concentrated under reduced pressure to obtain (R)-1-(4-ethyl-5-methanesulfonyl-4H-[1,2,4]triazol-3-yl)ethylamine trifluoroacetate as a white powder (103.8 g).